From a dataset of the Open Reaction Database (ORD), a public repository of structured organic reaction records. describe an organic reaction: reactants, conditions, products, and yield Starting materials: BrBr (bromine), ( -5 ), CNN=CC1=CC=C(C=C1)Cl (4-chlorobenzaldehyde (N-methyl)hydrazone). Run in C(C)(=O)O (acetic acid), C(C)#N (acetonitrile). Run at time 3 hour. Yields the product CNN=C(C1=CC=C(C=C1)Cl)Br (α-Bromo-4-chlorobenzaldehyde methylhydrazone). Isolated yield 61.0%. As a reaction SMILES: [Br:1]Br.[CH3:3][NH:4][N:5]=[CH:6][C:7]1[CH:12]=[CH:11][C:10]([Cl:13])=[CH:9][CH:8]=1>C(O)(=O)C.C(#N)C>[CH3:3][NH:4][N:5]=[C:6]([Br:1])[C:7]1[CH:12]=[CH:11][C:10]([Cl:13])=[CH:9][CH:8]=1. Procedure: 9.5 g (0.06 mol) of bromine were added dropwise at (-5) to (-7)° C. to a solution of 10 g (0.06 mol) of 4-chlorobenzaldehyde (N-methyl)hydrazone in 50 ml of acetic acid and 20 ml of acetonitrile. After the mixture had been stirred for 3 hours, the product which had precipitated was separated off and washed with a small amount of pentane. Yield: 61%. Starting materials: ClCCCCCBr, O=C([O-])[O-], O=Cc1ccccc1O, CC(C)O, [K+], [K+]. Product: O=Cc1ccccc1OCCCCCCl. RXN SMILES: [Br:10][CH2:11][CH2:12][CH2:13][CH2:14][CH2:15][Cl:16].[C:17](=[O:18])([O-:19])[O-:20].[CH:1](=[O:2])[c:3]1[cH:4][cH:5][cH:6][cH:7][c:8]1[OH:9].[CH:23]([OH:24])([CH3:25])[CH3:26].[K+:21].[K+:22]>>[CH:1](=[O:2])[c:3]1[cH:4][cH:5][cH:6][cH:7][c:8]1[O:9][CH2:11][CH2:12][CH2:13][CH2:14][CH2:15][Cl:16].